Dataset: the Open Reaction Database (ORD), a public repository of structured organic reaction records. Task: describe an organic reaction: reactants, conditions, products, and yield Reaction SMILES: C(OC(C1C(=O)C2C=CC=CC(=O)C=2NC=1)=O)C.C([O:21][C:22]([C:24]1[C:25](=[O:37])[C:26]2[CH:34]=[CH:33][CH:32]=[C:31]([Br:35])[C:30](=[O:36])[C:27]=2[NH:28][CH:29]=1)=[O:23])C>>[Br:35][C:31]1[C:30](=[O:36])[C:27]2[NH:28][CH:29]=[C:24]([C:22]([OH:23])=[O:21])[C:25](=[O:37])[C:26]=2[CH:34]=[CH:33][CH:32]=1. Starting materials: C(C)OC(=O)C=1C(C2=C(NC1)C(C=CC=C2)=O)=O (4,9-dihydro-4,9-dioxo-1H-cyclohepta[b]pyridine-3-carboxylic acid ethyl ester), C(C)OC(=O)C=1C(C2=C(NC1)C(C(=CC=C2)Br)=O)=O (8-bromo-4,9-dihydro-4,9-dioxo-1H-cyclohepta[b]pyridine-3-carboxylic acid ethyl ester). Product: BrC1=CC=CC2=C(NC=C(C2=O)C(=O)O)C1=O (8-bromo-4,9-dihydro-4,9-dioxo-1H-cyclohepta[b]pyridine-3-carboxylic acid). Procedure details: In the same manner, but replacing 4,9-dihydro-4,9-dioxo-1H-cyclohepta[b]pyridine-3-carboxylic acid ethyl ester with an equivalent amount of 8-bromo-4,9-dihydro-4,9-dioxo-1H-cyclohepta[b]pyridine-3-carboxylic acid ethyl ester, described in example 2, 8-bromo-4,9-dihydro-4,9-dioxo-1H-cyclohepta[b]pyridine-3-carboxylic acid is obtained.